From a dataset of the Open Reaction Database (ORD), a public repository of structured organic reaction records. describe an organic reaction: reactants, conditions, products, and yield Starting materials: ClC1=CC=C(C=C1)[N+](=O)[O-] (para-chloronitrobenzene), C(C1CCCO1)N (tetrahydrofurfurylamine), ice. The solvent is O (water). The product is [N+](=O)([O-])C1=CC=C(NCC2CCCO2)C=C1 (4-nitro-N-tetrahydrofurfurylaniline). As a reaction SMILES: Cl[C:2]1[CH:7]=[CH:6][C:5]([N+:8]([O-:10])=[O:9])=[CH:4][CH:3]=1.[CH2:11]([NH2:17])[CH:12]1[O:16][CH2:15][CH2:14][CH2:13]1>O>[N+:8]([C:5]1[CH:6]=[CH:7][C:2]([NH:17][CH2:11][CH:12]2[O:16][CH2:15][CH2:14][CH2:13]2)=[CH:3][CH:4]=1)([O-:10])=[O:9]. Procedure details: 0.3 mol (46.2 g) of para-chloronitrobenzene and 1 mol (101 g) of tetrahydrofurfurylamine are heated for three hours in an oil bath at 150° C. The reaction medium is then poured into 500 ml of ice-cooled water. The expected product initially precipitates in the form of a thick oil which rapidly crystallises. After it has been filtered off, washed with water, recrystallised from ethanol and dried in vacuo, the product melts at 74° C. Reactants: CC(C)(C)C(=O)Cl, ClCCl, Cc1ccc(-n2ncc(N3CCN(C(=O)OC(C)(C)C)CC3)c(Oc3ccc(-c4ccc(O)cc4)cc3)c2=O)cc1, c1ccncc1. Yields the product Cc1ccc(-n2ncc(N3CCN(C(=O)OC(C)(C)C)CC3)c(Oc3ccc(-c4ccc(OC(=O)C(C)(C)C)cc4)cc3)c2=O)cc1. Reaction SMILES: [C:1]([C:2]([CH3:3])([CH3:4])[CH3:5])(=[O:6])[Cl:7].[Cl:49][CH2:50][Cl:51].[OH:8][c:9]1[cH:10][cH:11][c:12](-[c:15]2[cH:16][cH:17][c:18]([O:21][c:22]3[c:23]([N:36]4[CH2:37][CH2:38][N:39]([C:42](=[O:43])[O:44][C:45]([CH3:46])([CH3:47])[CH3:48])[CH2:40][CH2:41]4)[cH:24][n:25][n:26](-[c:29]4[cH:30][cH:31][c:32]([CH3:35])[cH:33][cH:34]4)[c:27]3=[O:28])[cH:19][cH:20]2)[cH:13][cH:14]1.[cH:52]1[cH:53][cH:54][n:55][cH:56][cH:57]1>>[C:1]([C:2]([CH3:3])([CH3:4])[CH3:5])(=[O:6])[O:8][c:9]1[cH:10][cH:11][c:12](-[c:15]2[cH:16][cH:17][c:18]([O:21][c:22]3[c:23]([N:36]4[CH2:37][CH2:38][N:39]([C:42](=[O:43])[O:44][C:45]([CH3:46])([CH3:47])[CH3:48])[CH2:40][CH2:41]4)[cH:24][n:25][n:26](-[c:29]4[cH:30][cH:31][c:32]([CH3:35])[cH:33][cH:34]4)[c:27]3=[O:28])[cH:19][cH:20]2)[cH:13][cH:14]1. Starting materials: [Al+3], O=C1CCCC(=O)O1, O=C([O-])O, [Cl-], [Cl-], [Cl-], ClCC(Cl)(Cl)Cl, Cl, [Na+], O=c1[nH]c2ccccc2[nH]1. The product is O=C(O)CCCC(=O)c1ccc2[nH]c(=O)[nH]c2c1. Reaction SMILES: [Al+3:20].[C:1]1(=[O:8])[CH2:2][CH2:3][CH2:4][C:5](=[O:6])[O:7]1.[C:30](=[O:31])([OH:32])[O-:33].[Cl-:19].[Cl-:21].[Cl-:22].[Cl:24][CH2:25][C:26]([Cl:27])([Cl:28])[Cl:29].[ClH:23].[Na+:34].[nH:9]1[c:10](=[O:18])[nH:11][c:12]2[c:13]1[cH:14][cH:15][cH:16][cH:17]2>>[C:1]([CH2:2][CH2:3][CH2:4][C:5](=[O:6])[c:15]1[cH:14][c:13]2[nH:9][c:10](=[O:18])[nH:11][c:12]2[cH:17][cH:16]1)([OH:7])=[O:8]. The reactants are C1(CC1)C1=NN=C(S1)N=C=O (5-cyclopropyl-1,3,4-thiadiazol-2-yl isocyanate), dimethyl acetal, C(C#C)NCCC=O (3-propargylaminopropionaldehyde). Solvent: C1=CC=CC=C1 (benzene), C1=CC=CC=C1 (benzene). Yields the product dimethyl acetal, C(C#C)N(C(=O)NC=1SC(=NN1)C1CC1)CCC=O (3-[1-propargyl-3-(5-cyclopropyl-1,3,4-thiadiazol-2-yl)ureido]propionaldehyde). RXN SMILES: [CH:1]1([C:4]2[S:8][C:7]([N:9]=[C:10]=[O:11])=[N:6][N:5]=2)[CH2:3][CH2:2]1.[CH2:12]([NH:15][CH2:16][CH2:17][CH:18]=[O:19])[C:13]#[CH:14]>C1C=CC=CC=1>[CH2:12]([N:15]([CH2:16][CH2:17][CH:18]=[O:19])[C:10]([NH:9][C:7]1[S:8][C:4]([CH:1]2[CH2:3][CH2:2]2)=[N:5][N:6]=1)=[O:11])[C:13]#[CH:14]. Reported procedure: A mixture of 5-cyclopropyl-1,3,4-thiadiazol-2-yl isocyanate dimer (0.05 mole), the dimethyl acetal of 3-propargylaminopropionaldehyde (0.1 mole) and benzene (60 ml) are charged into a glass reaction vessel equipped with a mechanical stirrer and reflux condenser. The reaction mixture is heated at reflux for a period of about 15 minutes. After this time the mixture is stripped of benzene under reduced pressure to yield a solid product as the residue. The residue is then recrystallized to yield the...